Dataset: the Open Reaction Database (ORD), a public repository of structured organic reaction records. Task: describe an organic reaction: reactants, conditions, products, and yield Reactants: FC(C(C)(C)C1=CC(=NO1)N)(F)F (5-(1,1,1-trifluoro-2-methylpropan-2-yl)isoxazol-3-amine), ClC(=O)OC1=CC=CC=C1 (phenyl chloroformate), ClC(=O)OC1=CC=CC=C1 (phenyl chloroformate), Example 259A, C([O-])([O-])=O.[K+].[K+] (potassium carbonate). The solvent is ClCCl (dichloromethane), ClCCl (dichloromethane). Reaction conditions: time 15 hour. Product: FC(C(C)(C)C1=CC(=NO1)NC(OC1=CC=CC=C1)=O)(F)F (phenyl 5-(1,1,1-trifluoro-2-methylpropan-2-yl)isoxazol-3-ylcarbamate). The yield is 69.0%. As a reaction SMILES: [F:1][C:2]([F:13])([F:12])[C:3]([C:6]1[O:10][N:9]=[C:8]([NH2:11])[CH:7]=1)([CH3:5])[CH3:4].C(=O)([O-])[O-].[K+].[K+].Cl[C:21]([O:23][C:24]1[CH:29]=[CH:28][CH:27]=[CH:26][CH:25]=1)=[O:22]>ClCCl>[F:13][C:2]([F:1])([F:12])[C:3]([C:6]1[O:10][N:9]=[C:8]([NH:11][C:21](=[O:22])[O:23][C:24]2[CH:29]=[CH:28][CH:27]=[CH:26][CH:25]=2)[CH:7]=1)([CH3:5])[CH3:4] |f:1.2.3|. Procedure details: To a stirred mixture of 5-(1,1,1-trifluoro-2-methylpropan-2-yl)isoxazol-3-amine prepared as described in Example 259A (2.34 g, 12.06 mmol) and potassium carbonate (5 g, 36 mmol) in dry dichloromethane (50 mL) at 0° C., was added a solution of phenyl chloroformate (2.83 g, 18 mmol) in anhydrous dichloromethane (5 mL). The reaction mixture was warmed to room temperature and stirred for a further 15 h, then additional phenyl chloroformate (1 g, 6.3 mmol) was added and stirring was continued for a f...